From a dataset of the Open Reaction Database (ORD), a public repository of structured organic reaction records. describe an organic reaction: reactants, conditions, products, and yield The reactants are ClC1=NC2=C(N1)C=CC=C2 (2-Chloro-1H-benzoimidazole), [H-].[Na+] (sodium hydride), O (water), ClC1=NC=NC(=C1)Cl (4,6-dichloro-pyrimidine). The solvent is CN(C)C=O (DMF). Reaction conditions: time 20 minute. Product: ClC1=NC2=C(N1C1=NC=NC(=C1)Cl)C=CC=C2 (2-Chloro-1-(6-chloro-pyrimidin-4-yl)-1H-benzoimidazole). As a reaction SMILES: [Cl:1][C:2]1[NH:6][C:5]2[CH:7]=[CH:8][CH:9]=[CH:10][C:4]=2[N:3]=1.[H-].[Na+].[Cl:13][C:14]1[CH:19]=[C:18](Cl)[N:17]=[CH:16][N:15]=1.O>CN(C=O)C>[Cl:1][C:2]1[N:6]([C:18]2[CH:19]=[C:14]([Cl:13])[N:15]=[CH:16][N:17]=2)[C:5]2[CH:7]=[CH:8][CH:9]=[CH:10][C:4]=2[N:3]=1 |f:1.2|. Reported procedure: To the solution of 2-Chloro-1H-benzoimidazole (3.0 g, 19.67 mmol) in 10 mL DMF at 0° C. under argon atmosphere is added with sodium hydride (60% dispersion in mineral oil, 1.18 g, 29.5 mmol) portion wise. After 20 minutes, 4,6-dichloro-pyrimidine (3.3 g, 22.1 mmol) is added. The resulting reaction mixture is allowed to warm to room temperature and stirred overnight. The reaction mixture is treated with 120 mL water and extracted three times with 100 mL dichloromethane. The organic extracts are w... Starting materials: C(=O)(OC)C1C(C(SC1)C)=O (4-carbomethoxy-3-keto-2-methyltetrahydrothiophene), Cl.NO (hydroxylamine hydrochloride). Run in N1=CC=CC=C1 (pyridine). Conditions: time 24 hour. The product is C(=O)(OC)C1C(C(SC1)C)=NO (4-carbomethoxy-3-keto-2-methyltetrahydrothiophene oxime). Yield: 99.0%. As a reaction SMILES: [C:1]([CH:5]1[CH2:9][S:8][CH:7]([CH3:10])[C:6]1=O)([O:3][CH3:4])=[O:2].Cl.[NH2:13][OH:14]>N1C=CC=CC=1>[C:1]([CH:5]1[CH2:9][S:8][CH:7]([CH3:10])[C:6]1=[N:13][OH:14])([O:3][CH3:4])=[O:2] |f:1.2|. Procedure: A solution of 37.26 g. (0.214 mole) of 4-carbomethoxy-3-keto-2-methyltetrahydrothiophene in 100 ml. anhydrous pyridine was treated with 18.0 g. (0.261 mole) hydroxylamine hydrochloride. The mixture was stirred 24 hours at 25°. The reaction was concentrated and partitioned between 1 N hydrochloric acid/methylene chloride. The aqueous phase was extracted two times with methylene chloride. The combined organic extracts were dried and evaporated to yield 40.1 g (99%) of pure 4-carbomethoxy-3-keto-2-... Reactants: CC(=O)C (acetone), FC1=CC=C(NC)C=C1 (4-fluoro-N-methylaniline), C([O-])([O-])=O.[K+].[K+] (potassium carbonate), ClC(=O)OC1=CC(=C(C=C1)Cl)C(C)(C)C (3-tert-butyl-4-chlorophenyl chloroformate), CC(=O)C (acetone). Solvent: O (water). The product is FC1=CC=C(C=C1)N(C(OC1=CC(=C(C=C1)Cl)C(C)(C)C)=O)C (3-tert-butyl-4-chlorophenyl N-(4-fluorophenyl)-N-methylcarbamate). The yield is 80.5%. As a reaction SMILES: CC(C)=O.[F:5][C:6]1[CH:13]=[CH:12][C:9]([NH:10][CH3:11])=[CH:8][CH:7]=1.C(=O)([O-])[O-].[K+].[K+].Cl[C:21]([O:23][C:24]1[CH:29]=[CH:28][C:27]([Cl:30])=[C:26]([C:31]([CH3:34])([CH3:33])[CH3:32])[CH:25]=1)=[O:22]>O>[F:5][C:6]1[CH:13]=[CH:12][C:9]([N:10]([CH3:11])[C:21](=[O:22])[O:23][C:24]2[CH:29]=[CH:28][C:27]([Cl:30])=[C:26]([C:31]([CH3:34])([CH3:33])[CH3:32])[CH:25]=2)=[CH:8][CH:7]=1 |f:2.3.4|. Procedure: To 20 ml of acetone were added 1.25 g of 4-fluoro-N-methylaniline and 1.38 g of anhydrous potassium carbonate, and a solution obtained by dissolving 2.5 g of 3-tert-butyl-4-chlorophenyl chloroformate into 20 ml of acetone was added thereto with stirring at room temperature. After stirring for 30 minutes as it is, the mixture was refluxed with heating for 2 hours. After cooled down to room temperature, the reaction mixture was poured into cold water and the resultant product was extracted with be...